Dataset: the Open Reaction Database (ORD), a public repository of structured organic reaction records. Task: describe an organic reaction: reactants, conditions, products, and yield The reactants are ClC1=NC=CC(=C1[N+](=O)[O-])CC#N ((2-chloro-3-nitropyridin-4-yl)acetonitrile), C(C1=CC=CC=C1)N1CCNCC1 (N-benzyl-piperazine). Product: C(C1=CC=CC=C1)N1CCN(CC1)C1=NC=CC(=C1[N+](=O)[O-])CC#N ([2-(4-Benzyl-1-piperazinyl)-3-nitro-4-pyridinyl]acetonitrile). As a reaction SMILES: Cl[C:2]1[C:7]([N+:8]([O-:10])=[O:9])=[C:6]([CH2:11][C:12]#[N:13])[CH:5]=[CH:4][N:3]=1.[CH2:14]([N:21]1[CH2:26][CH2:25][NH:24][CH2:23][CH2:22]1)[C:15]1[CH:20]=[CH:19][CH:18]=[CH:17][CH:16]=1>>[CH2:14]([N:21]1[CH2:26][CH2:25][N:24]([C:2]2[C:7]([N+:8]([O-:10])=[O:9])=[C:6]([CH2:11][C:12]#[N:13])[CH:5]=[CH:4][N:3]=2)[CH2:23][CH2:22]1)[C:15]1[CH:16]=[CH:17][CH:18]=[CH:19][CH:20]=1. Reported procedure: A solution of 15 g of (2-chloro-3-nitropyridin-4-yl)acetonitrile and 1.1 equivalents of N-benzyl-piperazine is heated for 10 minutes, at 80° C., under a stream of argon, and then concentrated under reduced pressure. Chromatography on silica gel (dichloromethane/methanol: 100/0 to 95/5) enables the expected product to be isolated.